This data is from the Open Reaction Database (ORD), a public repository of structured organic reaction records. The task is: describe an organic reaction: reactants, conditions, products, and yield Starting materials: O[C@@H]1CC[C@H](CC1)C1=CC=C(C=C1)N1C(OC(C1)COC)=O ((RS)-3-[4-(trans-4-hydroxy-cyclohexyl)-phenyl]-5-methoxymethyl-oxazolidin-2-one), C(C1=CC=CC=C1)(=O)Cl (benzoyl chloride), Cl (hydrochloric acid), ice water. Solvent: C(Cl)Cl (methylene chloride), N1=CC=CC=C1 (pyridine), C(Cl)Cl (methylene chloride). Conditions: time 3 hour. The product is COCC1CN(C(O1)=O)C1=CC=C(C=C1)[C@@H]1CC[C@H](CC1)OC(C1=CC=CC=C1)=O (benzoic acid (RS)-trans-4-[4-(5-methoxymethyl-2-oxo-oxazolidin-3-yl)-phenyl]-cyclohexyl ester). Yield: 77.5%. RXN SMILES: [OH:1][C@H:2]1[CH2:7][CH2:6][C@H:5]([C:8]2[CH:13]=[CH:12][C:11]([N:14]3[CH2:18][CH:17]([CH2:19][O:20][CH3:21])[O:16][C:15]3=[O:22])=[CH:10][CH:9]=2)[CH2:4][CH2:3]1.[C:23](Cl)(=[O:30])[C:24]1[CH:29]=[CH:28][CH:27]=[CH:26][CH:25]=1.Cl>C(Cl)Cl.N1C=CC=CC=1>[CH3:21][O:20][CH2:19][CH:17]1[O:16][C:15](=[O:22])[N:14]([C:11]2[CH:10]=[CH:9][C:8]([C@H:5]3[CH2:6][CH2:7][C@H:2]([O:1][C:23](=[O:30])[C:24]4[CH:29]=[CH:28][CH:27]=[CH:26][CH:25]=4)[CH2:3][CH2:4]3)=[CH:13][CH:12]=2)[CH2:18]1. Procedure details: A solution of 0.5 g (1.639 mmol) of (RS)-3-[4-(trans-4-hydroxy-cyclohexyl)-phenyl]-5-methoxymethyl-oxazolidin-2-one in 20 ml of methylene chloride and 5 ml of pyridine was treated dropwise with a solution of 0.95 ml (8.195 mmol) of benzoyl chloride in 10 ml of methylene chloride and stirred at room temperature for a further 3 hours. The reaction mixture was poured into ice-water, made acid with 3N hydrochloric acid and extracted with methylene chloride. The organic phase was washed with wate, dr... Reactants: NC1CC1, O=[N+]([O-])c1ccc(C2CCc3cncn32)cc1Cl. Product: O=[N+]([O-])c1ccc(C2CCc3cncn32)cc1NC1CC1. As a reaction SMILES: [CH:19]1([NH2:22])[CH2:20][CH2:21]1.[Cl:1][c:2]1[cH:3][c:4]([CH:11]2[CH2:12][CH2:13][c:14]3[n:15]2[cH:16][n:17][cH:18]3)[cH:5][cH:6][c:7]1[N+:8](=[O:9])[O-:10]>>[c:2]1([NH:22][CH:19]2[CH2:20][CH2:21]2)[cH:3][c:4]([CH:11]2[CH2:12][CH2:13][c:14]3[n:15]2[cH:16][n:17][cH:18]3)[cH:5][cH:6][c:7]1[N+:8](=[O:9])[O-:10]. Procedure: 0.5 g 3-formyl-2-methyl-8-nitro-imidazo[1,2-a]pyridine, dissolved in 200 ml methanol, is hydrogenated after addition of a catalytic amount& of a commercial Pd/C-catalyst at room temperature at low pressure for 11/2 hours. RXN SMILES: [CH:1]([C:3]1[N:7]2[CH:8]=[CH:9][CH:10]=[C:11]([N+:12]([O-])=O)[C:6]2=[N:5][C:4]=1[CH3:15])=[O:2]>CO.[Pd]>[NH2:12][C:11]1[C:6]2[N:7]([C:3]([CH:1]=[O:2])=[C:4]([CH3:15])[N:5]=2)[CH:8]=[CH:9][CH:10]=1. Product: NC=1C=2N(C=CC1)C(=C(N2)C)C=O (8-amino-3-formyl-2-methyl-imidazo[1,2-a]pyridine). Reagents/catalysts: [Pd] (Pd/C). Run in CO (methanol). Starting materials: C(=O)C1=C(N=C2N1C=CC=C2[N+](=O)[O-])C (3-formyl-2-methyl-8-nitro-imidazo[1,2-a]pyridine). Starting materials: ClC(C(OC(C)C=1C=C(C=C2C(=NN(C12)COCC[Si](C)(C)C)Br)Cl)=N)(Cl)Cl ((±)-1-(3-Bromo-5-chloro-1-((2-(trimethylsilyl)ethoxy)methyl)-1H-indazol-7-yl)ethyl 2,2,2-trichloroacetimidate), FC1=CC=C(C=C1)C1(CCN(CC1)C(=O)OC(C)(C)C)CO (tert-butyl 4-(4-fluorophenyl)-4-(hydroxymethyl)piperidine-1-carboxylate). Run in ClCCl.C1CCCCC1 (dichloromethane cyclohexane). Reaction conditions: temperature 0 celsius, time 1 hour. The product is BrC1=NN(C2=C(C=C(C=C12)Cl)C(C)OCC1(CCN(CC1)C(=O)OC(C)(C)C)C1=CC=C(C=C1)F)COCC[Si](C)(C)C ((±)-tert-Butyl 4-((1-(3-bromo-5-chloro-1-((2-(trimethylsilyl)ethoxy)methyl)-1H-indazol-7-yl)ethoxy)methyl)-4-(4-fluorophenyl)piperidine-1-carboxylate). As a reaction SMILES: ClC(Cl)(Cl)C(=N)[O:4][CH:5]([C:7]1[CH:8]=[C:9]([Cl:25])[CH:10]=[C:11]2[C:15]=1[N:14]([CH2:16][O:17][CH2:18][CH2:19][Si:20]([CH3:23])([CH3:22])[CH3:21])[N:13]=[C:12]2[Br:24])[CH3:6].[F:29][C:30]1[CH:35]=[CH:34][C:33]([C:36]2([CH2:49]O)[CH2:41][CH2:40][N:39]([C:42]([O:44][C:45]([CH3:48])([CH3:47])[CH3:46])=[O:43])[CH2:38][CH2:37]2)=[CH:32][CH:31]=1>ClCCl.C1CCCCC1>[Br:24][C:12]1[C:11]2[C:15](=[C:7]([CH:5]([O:4][CH2:49][C:36]3([C:33]4[CH:34]=[CH:35][C:30]([F:29])=[CH:31][CH:32]=4)[CH2:37][CH2:38][N:39]([C:42]([O:44][C:45]([CH3:46])([CH3:47])[CH3:48])=[O:43])[CH2:40][CH2:41]3)[CH3:6])[CH:8]=[C:9]([Cl:25])[CH:10]=2)[N:14]([CH2:16][O:17][CH2:18][CH2:19][Si:20]([CH3:22])([CH3:23])[CH3:21])[N:13]=1 |f:2.3|. Procedure details: (±)-1-(3-Bromo-5-chloro-1-((2-(trimethylsilyl)ethoxy)methyl)-1H-indazol-7-yl)ethyl 2,2,2-trichloroacetimidate (1.69 g, 3.07 mmol) and tert-butyl 4-(4-fluorophenyl)-4-(hydroxymethyl)piperidine-1-carboxylate (1.05 g, 3.38 mmol) were combined in a dichloromethane/cyclohexane mixture (1:1, 8 mL) and cooled to 0° C. The reaction was treated with tetrafluoroboric acid-diethyl ether complex (86 μL, 0.61 mmol), stirred at 0° C. for 1 h, quenched by addition of saturated sodium bicarbonate and diluted wi... Reactants: CCCCCCCCCCCCCCCCSCC(O)COC(c1ccccc1)(c1ccccc1)c1ccccc1, C1CCOC1, CI, [H-], [Na+], O. RXN SMILES: [CH2:1]([CH2:2][CH2:3][CH2:4][CH2:5][CH2:6][CH2:7][CH2:8][CH2:9][CH2:10][CH2:11][CH2:12][CH2:13][CH2:14][CH2:15][CH3:16])[S:17][CH2:18][CH:19]([OH:20])[CH2:21][O:22][C:23]([c:24]1[cH:25][cH:26][cH:27][cH:28][cH:29]1)([c:30]1[cH:31][cH:32][cH:33][cH:34][cH:35]1)[c:36]1[cH:37][cH:38][cH:39][cH:40][cH:41]1.[CH2:46]1[O:47][CH2:48][CH2:49][CH2:50]1.[CH3:44][I:45].[H-:43].[Na+:42].[OH2:51]>>[CH2:1]([CH2:2][CH2:3][CH2:4][CH2:5][CH2:6][CH2:7][CH2:8][CH2:9][CH2:10][CH2:11][CH2:12][CH2:13][CH2:14][CH2:15][CH3:16])[S:17][CH2:18][CH:19]([O:20][CH3:44])[CH2:21][O:22][C:23]([c:24]1[cH:25][cH:26][cH:27][cH:28][cH:29]1)([c:30]1[cH:31][cH:32][cH:33][cH:34][cH:35]1)[c:36]1[cH:37][cH:38][cH:39][cH:40][cH:41]1. The product is CCCCCCCCCCCCCCCCSCC(COC(c1ccccc1)(c1ccccc1)c1ccccc1)OC. Reactants: BrC=1C(=CC(=C(C1)F)Cl)Cl (5-bromo-2,4-dichlorofluorobenzene), [Cu]C#N (copper(I) cyanide). Run at temperature 150 celsius, time 4 hour. The product is ClC1=C(C#N)C=C(C(=C1)Cl)F (2,4-dichloro-5-fluorobenzonitrile). RXN SMILES: Br[C:2]1[C:3]([Cl:10])=[CH:4][C:5]([Cl:9])=[C:6]([F:8])[CH:7]=1.[Cu][C:12]#[N:13]>>[Cl:10][C:3]1[CH:4]=[C:5]([Cl:9])[C:6]([F:8])=[CH:7][C:2]=1[C:12]#[N:13]. Reported procedure: 48.8 g (0.2 mol) of 5-bromo-2,4-dichlorofluorobenzene and 17.9 g (0.2 mol) of copper(I) cyanide were introduced into a 100 ml 3-neck flask fitted with a reflux condenser and blade stirrer and stirred at 150° C. for 4 hours (no reaction). The reaction suspension was heated to 200° C. and stirred for a further 4 hours at this temperature: no reaction, 0 GC area-%. Reactants: C(C)(=O)C1(CCC1)C(C)OC1CCC(CC1)N1C=2N(C(=C(C1=O)CC1=CC=C(C=C1)C=1C(=CC=CC1)C#N)CCC)N=CN2 (4′-[(4-{4-[1-(1-acetylcyclobutyl)ethoxy]cyclohexyl}-5-oxo-7-propyl-4,5-dihydro[1,2,4]triazolo[1,5-a]pyrimidin-6-yl)methyl]biphenyl-2-carbonitrile), OO (hydrogen peroxide), C(O)([O-])=O.[Na+] (sodium hydrogen carbonate), S(=S)(=O)([O-])[O-].[Na+].[Na+] (sodium thiosulfate), FC(C(=O)OC(C(F)(F)F)=O)(F)F (trifluoroacetic acid anhydride). Solvent: C(Cl)(Cl)Cl (chloroform). Run at temperature 60 celsius, time 15 hour. The product is OC1(CCC1)C(C)O[C@@H]1CC[C@H](CC1)N1C=2N(C(=C(C1=O)CC1=CC=C(C=C1)C=1C(=CC=CC1)C#N)CCC)N=CN2 (4′-[(4-{trans-4-[1-(1-hydroxycyclobutyl)ethoxy]cyclohexyl}-5-oxo-7-propyl-4,5-dihydro[1,2,4]triazolo[1,5-a]pyrimidin-6-yl)methyl]biphenyl-2-carbonitrile), compound. The yield is 17.0%. As a reaction SMILES: C([C:4]1([CH:8]([O:10][CH:11]2[CH2:16][CH2:15][CH:14]([N:17]3[C:22](=[O:23])[C:21]([CH2:24][C:25]4[CH:30]=[CH:29][C:28]([C:31]5[C:32]([C:37]#[N:38])=[CH:33][CH:34]=[CH:35][CH:36]=5)=[CH:27][CH:26]=4)=[C:20]([CH2:39][CH2:40][CH3:41])[N:19]4[N:42]=[CH:43][N:44]=[C:18]34)[CH2:13][CH2:12]2)[CH3:9])[CH2:7][CH2:6][CH2:5]1)(=O)C.OO.FC(F)(F)C(OC(=O)C(F)(F)F)=[O:50].C(=O)([O-])O.[Na+].S([O-])([O-])(=O)=S.[Na+].[Na+]>C(Cl)(Cl)Cl>[OH:50][C:4]1([CH:8]([O:10][C@H:11]2[CH2:12][CH2:13][C@H:14]([N:17]3[C:22](=[O:23])[C:21]([CH2:24][C:25]4[CH:26]=[CH:27][C:28]([C:31]5[C:32]([C:37]#[N:38])=[CH:33][CH:34]=[CH:35][CH:36]=5)=[CH:29][CH:30]=4)=[C:20]([CH2:39][CH2:40][CH3:41])[N:19]4[N:42]=[CH:43][N:44]=[C:18]34)[CH2:15][CH2:16]2)[CH3:9])[CH2:5][CH2:6][CH2:7]1 |f:3.4,5.6.7|. Reported procedure: To a mixture of 4′-[(4-{4-[1-(1-acetylcyclobutyl)ethoxy]cyclohexyl}-5-oxo-7-propyl-4,5-dihydro[1,2,4]triazolo[1,5-a]pyrimidin-6-yl)methyl]biphenyl-2-carbonitrile (9.20 g), 30% aqueous hydrogen peroxide solution (77.5 mL) and chloroform (80 mL) was added trifluoroacetic acid anhydride (42.8 mL), and the mixture was stirred at 60° C. for 15 hr. The reaction mixture was cooled to room temperature, saturated aqueous sodium hydrogen carbonate solution and 1 M sodium thiosulfate were added, and the mi... Reactants: C([O-])([O-])=O.[Ca+2] (Calcium carbonate), C(C)S(=O)(=O)O (ethanesulfonic acid). Solvent: O (water). Yields the product C(C)S(=O)(=O)[O-].C(C)S(=O)(=O)[O-].[Ca+2] (calcium diethanesulfonate). Reaction SMILES: C(=O)([O-])[O-].[Ca+2:5].[CH2:6]([S:8]([OH:11])(=[O:10])=[O:9])[CH3:7]>O>[CH2:6]([S:8]([O-:11])(=[O:10])=[O:9])[CH3:7].[CH2:6]([S:8]([O-:11])(=[O:10])=[O:9])[CH3:7].[Ca+2:5] |f:0.1,4.5.6|. Reported procedure: Calcium carbonate (1.38 g, 15 mmole) is dissolved by adding a 1.0 mole/l ethanesulfonic acid solution until a stable pH=5.3 is obtained. The solution is diluted with water to 50 ml. Reactants: CN1CCN(c2cccc(O)c2)CC1, O=[N+]([O-])c1cnc(Cl)c(Cl)c1. Yields the product CN1CCN(c2cccc(Oc3ncc([N+](=O)[O-])cc3Cl)c2)CC1. RXN SMILES: [CH3:1][N:2]1[CH2:3][CH2:4][N:5]([c:8]2[cH:9][c:10]([OH:14])[cH:11][cH:12][cH:13]2)[CH2:6][CH2:7]1.[Cl:15][c:16]1[n:17][cH:18][c:19]([N+:23](=[O:24])[O-:25])[cH:20][c:21]1[Cl:22]>>[CH3:1][N:2]1[CH2:3][CH2:4][N:5]([c:8]2[cH:9][c:10]([O:14][c:16]3[n:17][cH:18][c:19]([N+:23](=[O:24])[O-:25])[cH:20][c:21]3[Cl:22])[cH:11][cH:12][cH:13]2)[CH2:6][CH2:7]1. Reactants: O=C([O-])[O-], CC(C)(C)P(C(C)(C)C)C(C)(C)C, CC(C)(C)OC(=O)N(CCc1ccc(B(O)O)cc1)Cc1ccccc1, C1COCCO1, CCOC(C)=O, COC(=O)c1ccc(Cl)cc1[N+](=O)[O-], [Cs+], [Cs+], [F-], [K+], O=C(C=Cc1ccccc1)C=Cc1ccccc1, O=C(C=Cc1ccccc1)C=Cc1ccccc1, O=C(C=Cc1ccccc1)C=Cc1ccccc1, [Pd], [Pd]. Yields the product COC(=O)c1ccc(-c2ccc(CCN(Cc3ccccc3)C(=O)OC(C)(C)C)cc2)cc1[N+](=O)[O-]. As a reaction SMILES: [C:41](=[O:42])([O-:43])[O-:44].[C:49]([P:50]([C:51]([CH3:52])([CH3:53])[CH3:54])[C:55]([CH3:56])([CH3:57])[CH3:58])([CH3:59])([CH3:60])[CH3:61].[CH2:15]([c:16]1[cH:17][cH:18][cH:19][cH:20][cH:21]1)[N:22]([CH2:23][CH2:24][c:25]1[cH:26][cH:27][c:28]([B:31]([OH:32])[OH:33])[cH:29][cH:30]1)[C:34](=[O:35])[O:36][C:37]([CH3:38])([CH3:39])[CH3:40].[CH2:62]1[O:63][CH2:64][CH2:65][O:66][CH2:67]1.[CH3:68][CH2:69][O:70][C:71](=[O:72])[CH3:73].[Cl:1][c:2]1[cH:3][c:4]([N+:12](=[O:13])[O-:14])[c:5]([C:6](=[O:7])[O:8][CH3:9])[cH:10][cH:11]1.[Cs+:45].[Cs+:46].[F-:47].[K+:48].[O:112]=[C:113]([CH:114]=[CH:115][c:116]1[cH:117][cH:118][cH:119][cH:120][cH:121]1)[CH:122]=[CH:123][c:124]1[cH:125][cH:126][cH:127][cH:128][cH:129]1.[O:76]=[C:77]([CH:78]=[CH:79][c:80]1[cH:81][cH:82][cH:83][cH:84][cH:85]1)[CH:86]=[CH:87][c:88]1[cH:89][cH:90][cH:91][cH:92][cH:93]1.[O:94]=[C:95]([CH:96]=[CH:97][c:98]1[cH:99][cH:100][cH:101][cH:102][cH:103]1)[CH:104]=[CH:105][c:106]1[cH:107][cH:108][cH:109][cH:110][cH:111]1.[Pd:74].[Pd:75]>>[c:2]1(-[c:28]2[cH:27][cH:26][c:25]([CH2:24][CH2:23][N:22]([CH2:15][c:16]3[cH:17][cH:18][cH:19][cH:20][cH:21]3)[C:34](=[O:35])[O:36][C:37]([CH3:38])([CH3:39])[CH3:40])[cH:30][cH:29]2)[cH:3][c:4]([N+:12](=[O:13])[O-:14])[c:5]([C:6](=[O:7])[O:8][CH3:9])[cH:10][cH:11]1.